Task: describe an organic reaction: reactants, conditions, products, and yield. Dataset: the Open Reaction Database (ORD), a public repository of structured organic reaction records The reactants are CC(=O)OC(C)=O, Fc1ccc(-c2cn3ccoc3n2)cc1, O=S(=O)(O)O. The product is CC(=O)c1c(-c2ccc(F)cc2)nc2occn12. RXN SMILES: [CH3:16][C:17](=[O:18])[O:19][C:20](=[O:21])[CH3:22].[F:1][c:2]1[cH:3][cH:4][c:5](-[c:8]2[n:9][c:10]3[o:11][cH:12][cH:13][n:14]3[cH:15]2)[cH:6][cH:7]1.[S:23](=[O:24])(=[O:25])([OH:26])[OH:27]>>[F:1][c:2]1[cH:3][cH:4][c:5](-[c:8]2[n:9][c:10]3[o:11][cH:12][cH:13][n:14]3[c:15]2[C:17]([CH3:16])=[O:18])[cH:6][cH:7]1.